From a dataset of the Open Reaction Database (ORD), a public repository of structured organic reaction records. describe an organic reaction: reactants, conditions, products, and yield Reactants: CS(=O)(=O)c1ccc(O)cc1, CCO, Cc1cc(C)cc(CCl)c1, [Na+], [OH-], O. Yields the product Cc1cc(C)cc(COc2ccc(S(C)(=O)=O)cc2)c1. Reaction SMILES: [CH3:11][S:12](=[O:13])(=[O:14])[c:15]1[cH:16][cH:17][c:18]([OH:21])[cH:19][cH:20]1.[CH3:25][CH2:26][OH:27].[Cl:1][CH2:2][c:3]1[cH:4][c:5]([CH3:10])[cH:6][c:7]([CH3:9])[cH:8]1.[Na+:23].[OH-:22].[OH2:24]>>[CH2:2]([c:3]1[cH:4][c:5]([CH3:10])[cH:6][c:7]([CH3:9])[cH:8]1)[O:21][c:18]1[cH:17][cH:16][c:15]([S:12]([CH3:11])(=[O:13])=[O:14])[cH:20][cH:19]1. The reactants are Clc1ncc(Br)cn1, Cn1nc(OCCO)c(-c2ccc(Cl)cc2)c1NS(=O)(=O)c1ccc(C(C)(C)C)cc1. Yields the product Cn1nc(OCCOc2ncc(Br)cn2)c(-c2ccc(Cl)cc2)c1NS(=O)(=O)c1ccc(C(C)(C)C)cc1. Reaction SMILES: [Br:1][c:2]1[cH:3][n:4][c:5]([Cl:8])[n:6][cH:7]1.[C:9]([CH3:10])([CH3:11])([CH3:12])[c:13]1[cH:14][cH:15][c:16]([S:19](=[O:20])(=[O:21])[NH:22][c:23]2[c:24](-[c:33]3[cH:34][cH:35][c:36]([Cl:39])[cH:37][cH:38]3)[c:25]([O:29][CH2:30][CH2:31][OH:32])[n:26][n:27]2[CH3:28])[cH:17][cH:18]1>>[Br:1][c:2]1[cH:3][n:4][c:5]([O:32][CH2:31][CH2:30][O:29][c:25]2[c:24](-[c:33]3[cH:34][cH:35][c:36]([Cl:39])[cH:37][cH:38]3)[c:23]([NH:22][S:19]([c:16]3[cH:15][cH:14][c:13]([C:9]([CH3:10])([CH3:11])[CH3:12])[cH:18][cH:17]3)(=[O:20])=[O:21])[n:27]([CH3:28])[n:26]2)[n:6][cH:7]1. Reactants: Cl.CN(CCCN=C=NCC)C (1-(3-dimethylaminopropyl)-3-ethylcarbodiimide hydrochloride), NC1C(CN(CC1)C(=O)OC(C)(C)C)O (tert-Butyl 4-amino-3-hydroxypiperidine-1-carboxylate), O1C(=CC2=C1C=CC=C2)C(=O)NC2(CCCCC2)C(=O)O (1-[N-(benzofuran-2-ylcarbonyl)amino]cyclohexanecarboxylic acid), OC1=CC=CC=2NN=NC21 (hydroxybenzotriazole), C(C)(C)N(CC)C(C)C (diisopropylethylamine). Solvent: C(C)(=O)OCC (ethyl acetate), CN(C=O)C (dimethylformamide). Conditions: temperature 0 celsius, time 4 hour. The product is O1C(=CC2=C1C=CC=C2)C(=O)NC2(CCCCC2)C(=O)NC2C(CN(CC2)C(=O)OC(C)(C)C)O (4-[N-[1-[N-(benzofuran-2-ylcarbonyl)amino]cyclohexanecarbonyl]amino]-1-tert-butoxycarbonyl-3-piperidinol). Yield: 67.2%. RXN SMILES: [NH2:1][CH:2]1[CH2:7][CH2:6][N:5]([C:8]([O:10][C:11]([CH3:14])([CH3:13])[CH3:12])=[O:9])[CH2:4][CH:3]1[OH:15].[O:16]1[C:20]2[CH:21]=[CH:22][CH:23]=[CH:24][C:19]=2[CH:18]=[C:17]1[C:25]([NH:27][C:28]1([C:34](O)=[O:35])[CH2:33][CH2:32][CH2:31][CH2:30][CH2:29]1)=[O:26].OC1C2N=NNC=2C=CC=1.C(N(C(C)C)CC)(C)C.Cl.CN(C)CCCN=C=NCC>CN(C)C=O.C(OCC)(=O)C>[O:16]1[C:20]2[CH:21]=[CH:22][CH:23]=[CH:24][C:19]=2[CH:18]=[C:17]1[C:25]([NH:27][C:28]1([C:34]([NH:1][CH:2]2[CH2:7][CH2:6][N:5]([C:8]([O:10][C:11]([CH3:12])([CH3:14])[CH3:13])=[O:9])[CH2:4][CH:3]2[OH:15])=[O:35])[CH2:33][CH2:32][CH2:31][CH2:30][CH2:29]1)=[O:26] |f:4.5|. Procedure details: To the solution of tert-butyl 4-amino-3-hydroxypiperidine-1-carboxylate (20 g, 92 mmol) obtained in step 4 of Preparation Example 1 and 1-[N-(benzofuran-2-ylcarbonyl)amino]cyclohexanecarboxylic acid (26 g, 92 mmol) obtained in step 2 of Preparation Example 2 in 150 ml of dimethylformamide, were added hydroxybenzotriazole(HOBt; 24 g, 180 mmol) and diisopropylethylamine (DIEA; 23 g, 180 mmol). The reaction mixture was cooled to 0° C. and was added 1-(3-dimethylaminopropyl)-3-ethylcarbodiimide hydr... Starting materials: OC=1C(=CC=2CC=3C(=NC=4C=C5C(=CC4C3)OCO5)C2C1)OC (7-Hydroxy-8-methoxy-10H-1,3-dioxolo[4,5-g]indeno[1,2-b]quinoline), C(Cl)Cl (methylene chloride), CN=C=O (methyl isocyanate). Reagents/catalysts: CN(C1=CC=NC=C1)C (4-dimethylamino pyridine). Reaction conditions: temperature 0 celsius, time 16 hour. Product: CNC(=O)C=1C(=CC=2CC=3C(=NC=4C=C5C(=CC4C3)OCO5)C2C1)OC (7-n-Methylcarbamoyl-8-methoxy-10H-1,3-dioxolo[4,5-g]indeno[1,2-b]quinoline). Reaction SMILES: O[C:2]1[C:3]([O:22][CH3:23])=[CH:4][C:5]2[CH2:6][C:7]3[C:8]([C:20]=2[CH:21]=1)=[N:9][C:10]1[CH:11]=[C:12]2[O:19][CH2:18][O:17][C:13]2=[CH:14][C:15]=1[CH:16]=3.C(Cl)Cl.[CH3:27][N:28]=[C:29]=[O:30]>CN(C)C1C=CN=CC=1>[CH3:27][NH:28][C:29]([C:2]1[C:3]([O:22][CH3:23])=[CH:4][C:5]2[CH2:6][C:7]3[C:8]([C:20]=2[CH:21]=1)=[N:9][C:10]1[CH:11]=[C:12]2[O:19][CH2:18][O:17][C:13]2=[CH:14][C:15]=1[CH:16]=3)=[O:30]. Procedure details: Compound 8, prepared in Example 8, (308 mg, 1 mmol), anhydrous methylene chloride (5 mL), 4-dimethylamino pyridine (489 mg, 4 mmol) and methyl isocyanate (171 mg, 0.18 mmol) are stirred at about 0° C. under a dry nitrogen atmosphere for about an hour. The reaction is allowed to cool to ambient temperature. Stirring is continued for about 16 hrs. while maintaining the nitrogen atmosphere. The solvent is then removed by reduced pressure evaporation to give a solid residue. This residue is chromato... Starting materials: O=C=NC1CC(CN=C=O)(CC(C1)(C)C)C (isophorone diisocyanate), C(=C)(C)C=1C=C(C(C)(C)N=C=O)C=CC1 (m-isopropenyl-α,α-dimethylbenzyl isocyanate), α,ω-di-propylamino-poly-(dimethyl siloxane), C(C(=C)C)(=O)OC(C(F)(F)F)C(F)(F)F (hexafluoroisopropyl methacrylate). Yields the product solution, CC(=C)C1=CC=CC=C1 (α-methyl styrene). Yield: 70.9%. As a reaction SMILES: C(OC(C(F)(F)F)C(F)(F)F)(=O)C(C)=C.O=C=NC1CC(C)(C)CC(C)(CN=C=O)C1.[C:32]([C:35]1[CH:36]=[C:37]([CH:44]=[CH:45][CH:46]=1)C(N=C=O)(C)C)([CH3:34])=[CH2:33]>>[CH3:34][C:32]([C:35]1[CH:36]=[CH:37][CH:44]=[CH:45][CH:46]=1)=[CH2:33]. Procedure: 9.045 g (5.53 m equiv. amine) of an α,ω-di-propylamino-poly-(dimethyl siloxane) of MW 1636 (Shin Etsu Corp. No. X-22-161A) are placed in a 1 oz. jar; 4.56 g of hexafluoroisopropyl methacrylate (F6MA) are added and the mixture is stirred and cooled in an ice-water bath. 0.21 g (0.9546 m moles) of isophorone diisocyanate (IPDI) are added and the mixture is stirred for 2 hours at room temperature until all isocycanate has disappeared (by IR). Then 1.85 g (9.22 m moles) m-isopropenyl-α,α-dimethylben... The reactants are FC(C=1C=C(C(=O)Cl)C=CC1)(F)F (3-(trifluoromethyl)benzoyl chloride), N\C(\CN1N=CC(=C1)C(=O)OCC)=N/O (ethyl 1-[(2Z)-2-amino-2-(hydroxyimino)ethyl]-1H-pyrazole-4-carboxylate), O (water). Run in N1=CC=CC=C1 (pyridine). Reaction conditions: temperature 115 celsius. The product is FC(C=1C=C(C=CC1)C1=NC(=NO1)CN1N=CC(=C1)C(=O)OCC)(F)F (ethyl 1-({5-[3-(trifluoromethyl)phenyl]-1,2,4-oxadiazol-3-yl}methyl)-1H-pyrazole-4-carboxylate). The yield is 22.4%. As a reaction SMILES: [NH2:1]/[C:2](=[N:14]\[OH:15])/[CH2:3][N:4]1[CH:8]=[C:7]([C:9]([O:11][CH2:12][CH3:13])=[O:10])[CH:6]=[N:5]1.[F:16][C:17]([F:28])([F:27])[C:18]1[CH:19]=[C:20]([CH:24]=[CH:25][CH:26]=1)[C:21](Cl)=O.O>N1C=CC=CC=1>[F:16][C:17]([F:27])([F:28])[C:18]1[CH:19]=[C:20]([C:21]2[O:15][N:14]=[C:2]([CH2:3][N:4]3[CH:8]=[C:7]([C:9]([O:11][CH2:12][CH3:13])=[O:10])[CH:6]=[N:5]3)[N:1]=2)[CH:24]=[CH:25][CH:26]=1. Procedure: A solution of the compound (2.2 g) obtained in Example 114a in pyridine (40 mL) was cooled in an ice bath and 3-(trifluoromethyl)benzoyl chloride (4.16 g) was added. The reaction mixture was heated to 110-120° C. overnight, cooled to room temperature, and poured into water. The mixture was extracted with ethyl acetate. The ethyl acetate layer was separated, washed successively with 1N aqueous hydrochloric acid solution, and saturated aqueous sodium hydrogen carbonate, dried over sodium sulfate, ... Starting materials: COC=1C=C(C=CC1N1C=NC(=C1)OC)NC1=NC(=CC(=N1)C(C)=O)COCC(F)(F)F (1-(2-(3-Methoxy-4-(4-methoxy-1H-imidazol-1-yl)phenylamino)-6-((2,2,2-trifluoroethoxy)-methyl)pyrimidin-4-yl)ethanone), C[Mg]Br (methylmagnesium bromide), [Cl-].[NH4+] (ammonium chloride), O1CCOCC1 (dioxane). The solvent is C1CCOC1 (THF), C1CCOC1 (THF). Reaction conditions: time 5 minute. Product: COC=1C=C(C=CC1N1C=NC(=C1)OC)NC1=NC(=CC(=N1)C(C)(C)O)COCC(F)(F)F (2-(2-(3-Methoxy-4-(4-methoxy-1H-imidazol-1-yl)phenylamino)-6-((2,2,2-trifluoroethoxy)-methyl)pyrimidin-4-yl)propan-2-ol). As a reaction SMILES: [CH3:1][O:2][C:3]1[CH:4]=[C:5]([NH:16][C:17]2[N:22]=[C:21]([C:23](=[O:25])[CH3:24])[CH:20]=[C:19]([CH2:26][O:27][CH2:28][C:29]([F:32])([F:31])[F:30])[N:18]=2)[CH:6]=[CH:7][C:8]=1[N:9]1[CH:13]=[C:12]([O:14][CH3:15])[N:11]=[CH:10]1.O1CCOC[CH2:34]1.C[Mg]Br.[Cl-].[NH4+]>C1COCC1>[CH3:1][O:2][C:3]1[CH:4]=[C:5]([NH:16][C:17]2[N:22]=[C:21]([C:23]([OH:25])([CH3:34])[CH3:24])[CH:20]=[C:19]([CH2:26][O:27][CH2:28][C:29]([F:30])([F:31])[F:32])[N:18]=2)[CH:6]=[CH:7][C:8]=1[N:9]1[CH:13]=[C:12]([O:14][CH3:15])[N:11]=[CH:10]1 |f:3.4|. Procedure details: 1-(2-(3-Methoxy-4-(4-methoxy-1H-imidazol-1-yl)phenylamino)-6-((2,2,2-trifluoroethoxy)-methyl)pyrimidin-4-yl)ethanone (145 mg, 0.32 mmol) was coevaporated with dioxane and dissolved in THF (10 mL). The mixture was added slowly to a well stirred solution of methylmagnesium bromide (0.857 mL, 3 M solution, 2.57 mmol) in THF (5 mL). The mixture was stirred at rt for 5 min. The mixture was cooled on ice bath and ammonium chloride (aq, 5 mL) was added. The mixture was extracted with ethyl acetate (2×1... Starting materials: N#CCCCCBr, CSc1ccc2c3c(cccc13)C(=O)N2, CN(C)C=O, [H-], [Na+]. The product is CSc1ccc2c3c(cccc13)C(=O)N2CCCC#N. Reaction SMILES: [Br:18][CH2:19][CH2:20][CH2:21][CH2:22][C:23]#[N:24].[CH3:1][S:2][c:3]1[c:4]2[c:5]3[c:6]([cH:13][cH:14][cH:15]2)[C:7](=[O:12])[NH:8][c:9]3[cH:10][cH:11]1.[CH3:25][N:26]([CH3:27])[CH:28]=[O:29].[H-:16].[Na+:17]>>[CH3:1][S:2][c:3]1[c:4]2[c:5]3[c:6]([cH:13][cH:14][cH:15]2)[C:7](=[O:12])[N:8]([CH2:20][CH2:21][CH2:22][C:23]#[N:24])[c:9]3[cH:10][cH:11]1.